Dataset: the Open Reaction Database (ORD), a public repository of structured organic reaction records. Task: describe an organic reaction: reactants, conditions, products, and yield The reactants are CC1=CC=C(C=C1)C1=NC2=CC=CC(=C2N=C1C1=CC=C(C=C1)C)N (2,3-di(4-methyl-phenyl)-5-aminoquinoxaline), FC1=CC=C(C=C1)[N+](=O)[O-] (4-fluoronitrobenzene), C(C)(C)(C)O[K] (t-butoxy potassium). The solvent is CS(=O)C (dimethylsulfoxide). Conditions: time 20 hour. The product is CC1=CC=C(C=C1)C1=NC2=CC=CC(=C2N=C1C1=CC=C(C=C1)C)NC1=CC=C(C=C1)[N+](=O)[O-] (2,3-di(4-methylphenyl)-5-(4-nitrophenyl)aminoquinoxaline). As a reaction SMILES: [CH3:1][C:2]1[CH:7]=[CH:6][C:5]([C:8]2[C:17]([C:18]3[CH:23]=[CH:22][C:21]([CH3:24])=[CH:20][CH:19]=3)=[N:16][C:15]3[C:10](=[CH:11][CH:12]=[CH:13][C:14]=3[NH2:25])[N:9]=2)=[CH:4][CH:3]=1.F[C:27]1[CH:32]=[CH:31][C:30]([N+:33]([O-:35])=[O:34])=[CH:29][CH:28]=1.C(O[K])(C)(C)C>CS(C)=O>[CH3:1][C:2]1[CH:3]=[CH:4][C:5]([C:8]2[C:17]([C:18]3[CH:19]=[CH:20][C:21]([CH3:24])=[CH:22][CH:23]=3)=[N:16][C:15]3[C:10](=[CH:11][CH:12]=[CH:13][C:14]=3[NH:25][C:27]3[CH:32]=[CH:31][C:30]([N+:33]([O-:35])=[O:34])=[CH:29][CH:28]=3)[N:9]=2)=[CH:6][CH:7]=1. Procedure details: While agitating 3.0 g (9.2 mmol) of 2,3-di(4-methyl-phenyl)-5-aminoquinoxaline, 1.4 g (9.9 mmol) of 4-fluoronitrobenzene and 100 ml of dimethylsulfoxide, 3.4 g (30.3 mmol) of t-butoxy potassium was gently added. After completion of the addition, the reaction container was purged with nitrogen, followed by agitation at room temperature for 20 hours. After completion of the reaction, 100 ml of water was added while cooling, and an organic phase was extracted by use of a chloroform solvent, followe...